describe an organic reaction: reactants, conditions, products, and yield From a dataset of the Open Reaction Database (ORD), a public repository of structured organic reaction records. The solvent is C(C)(=O)OCC (ethyl acetate), CN(C=O)C (N,N-dimethylformamide). Isolated yield 44.3%. As a reaction SMILES: [H-].[Na+].[Cl:3][C:4]1[CH:13]=[C:12]2[C:7]([C:8]([NH:23][C:24](=[O:29])[C:25]([F:28])([F:27])[F:26])=[C:9]([C:15]3[CH:20]=[C:19]([CH3:21])[CH:18]=[C:17]([CH3:22])[CH:16]=3)[C:10](=[O:14])[NH:11]2)=[CH:6][C:5]=1[N+:30]([O-:32])=[O:31].Cl.Cl[CH2:35][CH2:36][CH:37]1[CH2:41][CH2:40][CH2:39][N:38]1[CH3:42]>CN(C)C=O.C(OCC)(=O)C>[Cl:3][C:4]1[CH:13]=[C:12]2[C:7]([C:8]([N:23]([CH2:35][CH2:36][CH:37]3[CH2:41][CH2:40][CH2:39][N:38]3[CH3:42])[C:24](=[O:29])[C:25]([F:28])([F:26])[F:27])=[C:9]([C:15]3[CH:20]=[C:19]([CH3:21])[CH:18]=[C:17]([CH3:22])[CH:16]=3)[C:10](=[O:14])[NH:11]2)=[CH:6][C:5]=1[N+:30]([O-:32])=[O:31] |f:0.1,3.4|. Product: ClC1=C(C=C2C(=C(C(NC2=C1)=O)C1=CC(=CC(=C1)C)C)N(C(C(F)(F)F)=O)CCC1N(CCC1)C)[N+](=O)[O-] (N-[7-chloro-3-(3,5-dimethylphenyl)-6-nitro-2-oxo-1,2-dihydroquinolin-4-yl]-2,2,2-trifluoro-N-[2-(1-methylpyrrolidin-2-yl)-ethyl]acetamide). The reactants are ClC1=C(C=C2C(=C(C(NC2=C1)=O)C1=CC(=CC(=C1)C)C)NC(C(F)(F)F)=O)[N+](=O)[O-] (N-[7-chloro-3-(3,5-dimethylphenyl)-6-nitro-2-oxo-1,2-dihydroquinolin-4-yl]-2,2,2-trifluoroacetamide), [H-].[Na+] (sodium hydride), Cl.ClCCC1N(CCC1)C (2-(2-chloroethyl)-1-methylpyrrolidine hydrochloride). Run at time 1 hour. Procedure: To a suspension of 10 mg sodium hydride in 1.0 mL N,N-dimethylformamide was added 90 mg N-[7-chloro-3-(3,5-dimethylphenyl)-6-nitro-2-oxo-1,2-dihydroquinolin-4-yl]-2,2,2-trifluoroacetamide and the mixture stirred at room temperature for 1 hour. At this time, 75 mg of 2-(2-chloroethyl)-1-methylpyrrolidine hydrochloride and the mixture heated to 80° C. on an oil bath. After 6 hours, the mixture was cooled to room temperature, diluted with ethyl acetate and extracted with water. The organic portion ... The reactants are COC(=O)c1cc(C)c(CCC(=O)OC(C)(C)C)c(C)c1, CCO, [Li+], [OH-], O=C(O)CC(O)(CC(=O)O)C(=O)O. Product: Cc1cc(C(=O)O)cc(C)c1CCC(=O)OC(C)(C)C. Reaction SMILES: [CH3:1][O:2][C:3]([c:4]1[cH:5][c:6]([CH3:20])[c:7]([CH2:11][CH2:12][C:13](=[O:14])[O:15][C:16]([CH3:17])([CH3:18])[CH3:19])[c:8]([CH3:10])[cH:9]1)=[O:21].[CH3:24][CH2:25][OH:26].[Li+:23].[OH-:22].[OH:27][C:28]([CH2:29][C:30]([C:31](=[O:32])[OH:33])([CH2:34][C:35](=[O:36])[OH:37])[OH:38])=[O:39]>>[O:2]=[C:3]([c:4]1[cH:5][c:6]([CH3:20])[c:7]([CH2:11][CH2:12][C:13](=[O:14])[O:15][C:16]([CH3:17])([CH3:18])[CH3:19])[c:8]([CH3:10])[cH:9]1)[OH:21]. Reactants: CCOCC (Et2O), NC1=C(C(=NN1C1=CC=C(C=C1)OC)CC)C#N (5-amino-3-ethyl-1-(4-methoxyphenyl)-1H-pyrazole-4-carbonitrile), [Li+].CC(C)[N-]C(C)C (LDA), C(C)Br (EtBr). Run in O (water), C1CCOC1 (THF). Run at time 5 minute. Product: C(C)C1=NN(C(=C1C#N)NCC)C1=CC=C(C=C1)OC (3-ethyl-5-(ethylamino)-1-(4-methoxyphenyl)-1H-pyrazole-4-carbonitrile). Yield: 23.3%. RXN SMILES: [NH2:1][C:2]1[N:6]([C:7]2[CH:12]=[CH:11][C:10]([O:13][CH3:14])=[CH:9][CH:8]=2)[N:5]=[C:4]([CH2:15][CH3:16])[C:3]=1[C:17]#[N:18].[Li+].[CH3:20][CH:21]([N-]C(C)C)C.C(Br)C.CCOCC>C1COCC1.O>[CH2:15]([C:4]1[C:3]([C:17]#[N:18])=[C:2]([NH:1][CH2:20][CH3:21])[N:6]([C:7]2[CH:8]=[CH:9][C:10]([O:13][CH3:14])=[CH:11][CH:12]=2)[N:5]=1)[CH3:16] |f:1.2|. Procedure details: To 5-amino-3-ethyl-1-(4-methoxyphenyl)-1H-pyrazole-4-carbonitrile (0.50 g, 2.06 mmol) in THF (10 mL) at −78C was added LDA (0.6 M in THF, 4.5 mL, 2.7 mmol) and stirred for 5 min, followed by EtBr (500 μL, 6.81 mmol) and the reaction was stirred over night at room temperature. Et2O and water were added, and the organic phase was separated. The water phase was acidified using 1 M HCl which was extracted with EtOAc. After drying using MgSO4, and evaporation of solvent the crude was purified using s... Reactants: ClC=1C=CC(=C(C1)B(O)O)C(F)(F)F ((5-chloro-2-(trifluoromethyl)phenyl)boronic acid), FC(S(=O)(=O)OC1=CCN(CC1)C(=O)OC(C)(C)C)(F)F (tert-butyl 4-(((trifluoromethyl)sulfonyl)oxy)-5,6-dihydropyridine-1(2H)-carboxylate), C([O-])([O-])=O.[Na+].[Na+] (sodium carbonate), COCCOC (1,2-dimethoxyethane). The reagents and catalysts are C=1C=CC(=CC1)[P](C=2C=CC=CC2)(C=3C=CC=CC3)[Pd]([P](C=4C=CC=CC4)(C=5C=CC=CC5)C=6C=CC=CC6)([P](C=7C=CC=CC7)(C=8C=CC=CC8)C=9C=CC=CC9)[P](C=1C=CC=CC1)(C=1C=CC=CC1)C=1C=CC=CC1 (tetrakis(triphenylphosphine)palladium). Run in O (water). Run at temperature 80 celsius. Product: ClC=1C=CC(=C(C1)C1=CCN(CC1)C(=O)OC(C)(C)C)C(F)(F)F (tert-butyl 4-(5-chloro-2-(trifluoromethyl)phenyl)-5,6-dihydropyridine-1(2H)-carboxylate). Yield: 84.0%. RXN SMILES: [Cl:1][C:2]1[CH:3]=[CH:4][C:5]([C:11]([F:14])([F:13])[F:12])=[C:6](B(O)O)[CH:7]=1.FC(F)(F)S(O[C:21]1[CH2:26][CH2:25][N:24]([C:27]([O:29][C:30]([CH3:33])([CH3:32])[CH3:31])=[O:28])[CH2:23][CH:22]=1)(=O)=O.C(=O)([O-])[O-].[Na+].[Na+].COCCOC>O.C1C=CC([P]([Pd]([P](C2C=CC=CC=2)(C2C=CC=CC=2)C2C=CC=CC=2)([P](C2C=CC=CC=2)(C2C=CC=CC=2)C2C=CC=CC=2)[P](C2C=CC=CC=2)(C2C=CC=CC=2)C2C=CC=CC=2)(C2C=CC=CC=2)C2C=CC=CC=2)=CC=1>[Cl:1][C:2]1[CH:3]=[CH:4][C:5]([C:11]([F:14])([F:13])[F:12])=[C:6]([C:21]2[CH2:26][CH2:25][N:24]([C:27]([O:29][C:30]([CH3:33])([CH3:32])[CH3:31])=[O:28])[CH2:23][CH:22]=2)[CH:7]=1 |f:2.3.4,^1:52,54,73,92|. Procedure details: A mixture of (5-chloro-2-(trifluoromethyl)phenyl)boronic acid (0.453 g, 2.02 mmol), tert-butyl 4-(((trifluoromethyl)sulfonyl)oxy)-5,6-dihydropyridine-1(2H)-carboxylate (0.669 g, 2.02 mmol), tetrakis(triphenylphosphine)palladium (0.117 g, 0.1 mmol), sodium carbonate (2 M, 5 mL), and 1,2-dimethoxyethane (10 mL) was heated at 80° C. under microwave irradiation for 1.5 h. After cooling to ambient temperature, the mixture was diluted with water (80 mL) and extracted with ethyl acetate (80 mL). The ex... Starting materials: BrC1=C(C=C(C=C1)C1=CC=CC=C1)F (4-bromo-3-fluorobiphenyl), BrC1=CC(=C(C=C1)C1=CC=CC=C1)F (4-bromo-2-fluorobiphenyl), [Mg] (magnesium), Cl (hydrochloric acid), Grignard reagent, II (iodine), C(CC)C1CCC(CC1)=O (4-n-propylcyclohexanone). The solvent is C(C)OCC (diethyl ether), C(C)OCC (diethyl ether), C(C)OCC (diethyl ether). Run at time 1 hour. Product: FC1=C(C=CC(=C1)C1(CCC(CC1)CCC)O)C1=CC=CC=C1 (1-(2-fluoro-4-biphenylyl)-4-propyl cyclohexane-1-ol). Reaction SMILES: Br[C:2]1[CH:7]=[CH:6][C:5]([C:8]2[CH:13]=[CH:12][CH:11]=[CH:10][CH:9]=2)=[C:4]([F:14])[CH:3]=1.[Mg].II.BrC1C=CC(C2C=CC=CC=2)=CC=1F.[CH2:32]([CH:35]1[CH2:40][CH2:39][C:38](=[O:41])[CH2:37][CH2:36]1)[CH2:33][CH3:34].Cl>C(OCC)C>[F:14][C:4]1[CH:3]=[C:2]([C:38]2([OH:41])[CH2:39][CH2:40][CH:35]([CH2:32][CH2:33][CH3:34])[CH2:36][CH2:37]2)[CH:7]=[CH:6][C:5]=1[C:8]1[CH:13]=[CH:12][CH:11]=[CH:10][CH:9]=1. Procedure details: A few ml of a solution of 4-bromo-2-fluorobiphenyl (50 gram) in diethyl ether (150 ml) was added to magnesium turnings (5.3 gram) and diethyl ether (25 ml) under nitrogen. A crystal of iodine was added and reaction was initiated by warming. The remainder of the solution of 4-bromo-3-fluorobiphenyl was then added at a rate fast enough to sustain vigorous refluxing. After boiling for 1 hour, the solution of the Grignard reagent was cooled to 20° C. and then a solution of 4-n-propylcyclohexanone (2...